This data is from the Open Reaction Database (ORD), a public repository of structured organic reaction records. The task is: describe an organic reaction: reactants, conditions, products, and yield Starting materials: [N+](=O)([O-])C1=C(C(=CC=C1)[N+](=O)[O-])NCC(CC(=O)OC)O (methyl 4-[(2,6-dinitrophenyl)amino]-3-hydroxybutanoate). Reagents/catalysts: [Pd] (palladium on carbon). The solvent is O1CCCC1 (tetrahydrofuran). Run at time 6 hour. Yields the product NC1=C(C(=CC=C1)N)NCC(CC(=O)OC)O (Methyl 4-[(2,6-diaminophenyl)amino]-3-hydroxybutanoate). Yield: 98.9%. Reaction SMILES: [N+:1]([C:4]1[CH:9]=[CH:8][CH:7]=[C:6]([N+:10]([O-])=O)[C:5]=1[NH:13][CH2:14][CH:15]([OH:21])[CH2:16][C:17]([O:19][CH3:20])=[O:18])([O-])=O>[Pd].O1CCCC1>[NH2:1][C:4]1[CH:9]=[CH:8][CH:7]=[C:6]([NH2:10])[C:5]=1[NH:13][CH2:14][CH:15]([OH:21])[CH2:16][C:17]([O:19][CH3:20])=[O:18]. Reported procedure: Under hydrogen gas atmosphere, a mixture of methyl 4-[(2,6-dinitrophenyl)amino]-3-hydroxybutanoate (Reference Example 79; 2.53 g, 8.45 mmol), 10% palladium on carbon (50% wet, 500 mg) and tetrahydrofuran (85 mL) was stirred at room temperature for 6 hr. The reaction mixture was filtered and concentrated in vacuo to give the title compound as a solid (2.00 g, 8.36 mmol, 99%). Yield: 86.5%. Procedure: A solution of methyl 2-(pyrid-2-yl)tetrahydrothiophene-2-carbodithioate (12.8 g) and ethanolamine (3 g) in ethanol (150 cc) is heated under reflux for 1 hour 30 minutes. After concentrating the reaction mixture to dryness (20 mm Hg; 2.7 kPa) at 50° C., the resulting residue (14.8 g) is dissolved in boiling ethanol (80 cc) and the solution, to which decolourising charcoal (0.3 g) is added, is filtered hot and then kept, after cooling, for 1 hour at a temperature of about 0° C. The crystals which ... Yields the product OCCNC(=S)C1(SCCC1)C1=NC=CC=C1 (N-(2-Hydroxyethyl)-2-(pyrid-2-yl)tetrahydrothiophene-2-carbothioamide). Run at temperature 0 celsius. As a reaction SMILES: [N:1]1[CH:6]=[CH:5][CH:4]=[CH:3][C:2]=1[C:7]1([C:12]([S:14]C)=S)[CH2:11][CH2:10][CH2:9][S:8]1.[CH2:16]([CH2:18][NH2:19])[OH:17]>C(O)C>[OH:17][CH2:16][CH2:18][NH:19][C:12]([C:7]1([C:2]2[CH:3]=[CH:4][CH:5]=[CH:6][N:1]=2)[CH2:11][CH2:10][CH2:9][S:8]1)=[S:14]. The reactants are N1=C(C=CC=C1)C1(SCCC1)C(=S)SC (methyl 2-(pyrid-2-yl)tetrahydrothiophene-2-carbodithioate), C(O)CN (ethanolamine). Solvent: C(C)O (ethanol). Starting materials: CN(C)C=O, O=C(CCl)N1CCC(Oc2c(F)c(F)c(F)c(F)c2F)CC1, O, c1c[nH]cn1. Yields the product O=C(Cn1ccnc1)N1CCC(Oc2c(F)c(F)c(F)c(F)c2F)CC1. RXN SMILES: [CH3:29][N:30]([CH3:31])[CH:32]=[O:33].[Cl:6][CH2:7][C:8](=[O:9])[N:10]1[CH2:11][CH2:12][CH:13]([O:16][c:17]2[c:18]([F:27])[c:19]([F:26])[c:20]([F:25])[c:21]([F:24])[c:22]2[F:23])[CH2:14][CH2:15]1.[OH2:28].[nH:1]1[cH:2][n:3][cH:4][cH:5]1>>[n:1]1([CH2:7][C:8](=[O:9])[N:10]2[CH2:11][CH2:12][CH:13]([O:16][c:17]3[c:18]([F:27])[c:19]([F:26])[c:20]([F:25])[c:21]([F:24])[c:22]3[F:23])[CH2:14][CH2:15]2)[cH:2][n:3][cH:4][cH:5]1. The reactants are CC=1C=C(C=O)C=CC1OC (3-methyl-4-methoxybenzaldehyde), NC=1C=C2[C@H]3[C@@H](N4C2=C(C1)COCC4)CCN(C3)C(=O)OC(C)(C)C (tert-butyl (7bR,11aS)-6-amino-1,2,7b,10,11,11a-hexahydro-4H-[1,4]oxazepino[6,5,4-hi]pyrido[4,3-b]indole-9(8H) carboxylate). As a reaction SMILES: [CH3:1][C:2]1[CH:3]=[C:4]([CH:7]=[CH:8][C:9]=1[O:10][CH3:11])[CH:5]=O.[NH2:12][C:13]1[CH:14]=[C:15]2[C:19]3=[C:20]([CH2:22][O:23][CH2:24][CH2:25][N:18]3[C@H:17]3[CH2:26][CH2:27][N:28](C(OC(C)(C)C)=O)[CH2:29][C@@H:16]23)[CH:21]=1>>[CH3:11][O:10][C:9]1[CH:8]=[CH:7][C:4]([CH2:5][NH:12][C:13]2[CH:14]=[C:15]3[C:19]4=[C:20]([CH2:22][O:23][CH2:24][CH2:25][N:18]4[C@H:17]4[CH2:26][CH2:27][NH:28][CH2:29][C@@H:16]34)[CH:21]=2)=[CH:3][C:2]=1[CH3:1]. Procedure details: Using 3-methyl-4-methoxybenzaldehyde and following the procedures described in EXAMPLE 126, tert-butyl (7bR,11aS)-6-amino-1,2,7b,10,11,11a-hexahydro-4H-[1,4]oxazepino[6,5,4-hi]pyrido[4,3-b]indole-9(8H) carboxylate from EXAMPLE 56, Part B was converted into the title compound of EXAMPLE 136. 1H NMR (CDCl3) δ: 7.18-7.10 (m, 2H), 6.78 (d, 1H, J=9.2 Hz), 6.42 (d, 1H, J=1.9 Hz), 6.25 (d, 1H, J=2.2 Hz), 4.59 (ABq, 2H, JAB=14.1 Hz), 4.20-4.10 (m, 1H), 4.13 (s, 2H), 3.83 (s, 3H), 3.74 (app t, 1H), 3.30-... The product is COC1=C(C=C(CNC=2C=C3[C@H]4[C@@H](N5C3=C(C2)COCC5)CCNC4)C=C1)C ((7bR,11aS)-N-(4-methoxy-3-methylbenzyl)-1,2,7b,8,9,10,11,11a-octahydro-4H-[1,4]oxazepino[6,5,4-hi]pyrido[4,3-b]indol-6-amine). The reactants are CCO, N#CCc1c(-c2ccc(Cl)cc2)nc2ccccn12, Cl, [K+], [K+], NO, O=C([O-])[O-], O. The product is NC(Cc1c(-c2ccc(Cl)cc2)nc2ccccn12)=NO. As a reaction SMILES: [CH3:30][CH2:31][OH:32].[Cl:1][c:2]1[cH:3][cH:4][c:5](-[c:8]2[n:9][c:10]3[n:11]([cH:12][cH:13][cH:14][cH:15]3)[c:16]2[CH2:17][C:18]#[N:19])[cH:6][cH:7]1.[ClH:22].[K+:23].[K+:24].[NH2:20][OH:21].[O-:25][C:26]([O-:27])=[O:28].[OH2:29]>>[Cl:1][c:2]1[cH:3][cH:4][c:5](-[c:8]2[n:9][c:10]3[n:11]([cH:12][cH:13][cH:14][cH:15]3)[c:16]2[CH2:17][C:18]([NH2:19])=[N:20][OH:21])[cH:6][cH:7]1. Reactants: COC(=O)C(Cc1ccc(OCCn2c(=O)sc3cc(C(=O)c4ccccc4)ccc32)cc1)N(C)C(=O)OC(C)(C)C, CON. Product: CON=C(c1ccccc1)c1ccc2c(c1)sc(=O)n2CCOc1ccc(CC(C(=O)OC)N(C)C(=O)OC(C)(C)C)cc1. Reaction SMILES: [C:1]([c:2]1[cH:3][cH:4][cH:5][cH:6][cH:7]1)(=[O:8])[c:9]1[cH:10][c:11]2[c:12]([n:13]([CH2:17][CH2:18][O:19][c:20]3[cH:21][cH:22][c:23]([CH2:26][CH:27]([C:28](=[O:29])[O:30][CH3:31])[N:32]([CH3:33])[C:34](=[O:35])[O:36][C:37]([CH3:38])([CH3:39])[CH3:40])[cH:24][cH:25]3)[c:14](=[O:16])[s:15]2)[cH:41][cH:42]1.[CH3:43][O:44][NH2:45]>>[C:1]([c:2]1[cH:3][cH:4][cH:5][cH:6][cH:7]1)([c:9]1[cH:10][c:11]2[c:12]([n:13]([CH2:17][CH2:18][O:19][c:20]3[cH:21][cH:22][c:23]([CH2:26][CH:27]([C:28](=[O:29])[O:30][CH3:31])[N:32]([CH3:33])[C:34](=[O:35])[O:36][C:37]([CH3:38])([CH3:39])[CH3:40])[cH:24][cH:25]3)[c:14](=[O:16])[s:15]2)[cH:41][cH:42]1)=[N:45][O:44][CH3:43]. The reactants are O=C([O-])[O-], CCOc1ccc(-c2c(C)nc3sccn3c2=O)cc1, CCOC(C)=O, [Cs+], [Cs+], FC(F)(F)CI, CN(C)C=O. Yields the product Cc1nc2sccn2c(=O)c1-c1ccc(OCC(F)(F)F)cc1. Reaction SMILES: [C:27](=[O:28])([O-:29])[O-:30].[CH2:1]([CH3:2])[O:3][c:4]1[cH:5][cH:6][c:7](-[c:10]2[c:11]([CH3:20])[n:12][c:13]3[n:14]([c:15]2=[O:16])[cH:17][cH:18][s:19]3)[cH:8][cH:9]1.[CH3:38][CH2:39][O:40][C:41](=[O:42])[CH3:43].[Cs+:31].[Cs+:32].[F:21][C:22]([CH2:23][I:24])([F:25])[F:26].[O:33]=[CH:34][N:35]([CH3:36])[CH3:37]>>[O:3]([c:4]1[cH:5][cH:6][c:7](-[c:10]2[c:11]([CH3:20])[n:12][c:13]3[n:14]([c:15]2=[O:16])[cH:17][cH:18][s:19]3)[cH:8][cH:9]1)[CH2:23][C:22]([F:21])([F:25])[F:26].